Task: describe an organic reaction: reactants, conditions, products, and yield. Dataset: the Open Reaction Database (ORD), a public repository of structured organic reaction records Reactants: CC(=O)O[BH-](OC(C)=O)OC(C)=O, CC(=O)O, CO, COc1ccc(C=O)cc1, NCCO, [Na+]. Product: COc1ccc(CNCCO)cc1. RXN SMILES: [C:19]([O:20][BH-:21]([O:22][C:23](=[O:24])[CH3:25])[O:26][C:27](=[O:28])[CH3:29])(=[O:30])[CH3:31].[CH3:1][C:2](=[O:3])[OH:4].[CH3:33][OH:34].[CH:5]([c:6]1[cH:7][cH:8][c:9]([O:12][CH3:13])[cH:10][cH:11]1)=[O:14].[NH2:15][CH2:16][CH2:17][OH:18].[Na+:32]>>[CH2:5]([c:6]1[cH:7][cH:8][c:9]([O:12][CH3:13])[cH:10][cH:11]1)[NH:15][CH2:16][CH2:17][OH:18].